From a dataset of the Open Reaction Database (ORD), a public repository of structured organic reaction records. describe an organic reaction: reactants, conditions, products, and yield Starting materials: BrC=1C=C2C(=CC1)OC(C[C@@]21N=C(COCC1(F)F)N)C1=CC=CC=C1 ((2RS,4R)-6-bromo-6′,6′-difluoro-2-phenyl-6′,7′-dihydro-2′H-spiro[chroman-4,5′-[1,4]oxazepin]-3′-amine), C(#N)C=1C=C(C=NC1)B(O)O (5-cyanopyridin-3-ylboronic acid). Product: NC=1COCC([C@@]2(N1)CC(OC1=CC=C(C=C12)C=1C=NC=C(C#N)C1)C1=CC=CC=C1)(F)F (5-((2RS,4R)-3′-amino-6′,6′-difluoro-2-phenyl-6′,7′-dihydro-2′H-spiro[chroman-4,5′-[1,4]oxazepine]-6-yl)nicotinonitrile). The yield is 15.0%. RXN SMILES: Br[C:2]1[CH:3]=[C:4]2[C@@:11]3([C:17]([F:19])([F:18])[CH2:16][O:15][CH2:14][C:13]([NH2:20])=[N:12]3)[CH2:10][CH:9]([C:21]3[CH:26]=[CH:25][CH:24]=[CH:23][CH:22]=3)[O:8][C:5]2=[CH:6][CH:7]=1.[C:27]([C:29]1[CH:30]=[C:31](B(O)O)[CH:32]=[N:33][CH:34]=1)#[N:28]>>[NH2:20][C:13]1[CH2:14][O:15][CH2:16][C:17]([F:19])([F:18])[C@@:11]2([C:4]3[C:5](=[CH:6][CH:7]=[C:2]([C:31]4[CH:32]=[N:33][CH:34]=[C:29]([CH:30]=4)[C:27]#[N:28])[CH:3]=3)[O:8][CH:9]([C:21]3[CH:26]=[CH:25][CH:24]=[CH:23][CH:22]=3)[CH2:10]2)[N:12]=1. Reported procedure: The cross coupling reaction of (2RS,4R)-6-bromo-6′,6′-difluoro-2-phenyl-6′,7′-dihydro-2′H-spiro[chroman-4,5′-[1,4]oxazepin]-3′-amine (intermediate C3.4) with 5-cyanopyridin-3-ylboronic acid yielded the title compound (15% yield) as a colorless solid. MS (ISP): m/z=447.4 [M+H]+.